The task is: describe an organic reaction: reactants, conditions, products, and yield. This data is from the Open Reaction Database (ORD), a public repository of structured organic reaction records. Starting materials: ClC1=CC=C(OC2=CC=C(C=C2)OC)C=C1 (4-(4'-chlorophenoxy)anisol), Br (HBr), C(C)OCC (diethyl ether). The solvent is C(C)(=O)O (acetic acid). Yields the product ClC1=CC=C(OC2=CC=C(C=C2)O)C=C1 (4-(4'-chlorophenoxy)phenol). RXN SMILES: [Cl:1][C:2]1[CH:16]=[CH:15][C:5]([O:6][C:7]2[CH:12]=[CH:11][C:10]([O:13]C)=[CH:9][CH:8]=2)=[CH:4][CH:3]=1.Br.C(OCC)C>C(O)(=O)C>[Cl:1][C:2]1[CH:16]=[CH:15][C:5]([O:6][C:7]2[CH:12]=[CH:11][C:10]([OH:13])=[CH:9][CH:8]=2)=[CH:4][CH:3]=1. Procedure: The 4-(4'-chlorophenoxy)anisol was demethylated by refluxing it with an excess of 48% HBr in glacial acetic acid for 24 hours. The crude product, obtained after hydrolysis and extraction with diethyl ether, was recrystallized from hexane to yield 4-(4'-chlorophenoxy)phenol as a white solid, bp 83°-85° C., 24.5 g (91.4%). The product is Cl.ClCC=1N(C=C(C(C1)=O)OCC1=CC=CC=C1)CC1=CC=CC=C1 (2-(Chloromethyl)-5-(phenylmethoxy)-1-(phenylmethyl)-4(1H)-pyridinone, hydrochloride). Isolated yield 97.3%. Reported procedure: A suspension of 3.21 g (10 mmol) of 2-(hydroxymethyl)-5-(phenylmethoxy)-1-(phenylmethyl)-4(1H)-pyridinone in 20 ml of chloroform was cooled to 0° C., and 4.65 ml (64 mmol) of thionylchloride was added dropwise. The mixture was stirred for ten minutes at 0° C. and then heated to reflux for one hour. The solvent was evaporated in vacuo and the residue washed with petroleum ether and dried.in vacuo, yielding 3.66 g of the title compound, melting point 85° C., dec. RXN SMILES: O[CH2:2][C:3]1[N:4]([CH2:18][C:19]2[CH:24]=[CH:23][CH:22]=[CH:21][CH:20]=2)[CH:5]=[C:6]([O:10][CH2:11][C:12]2[CH:17]=[CH:16][CH:15]=[CH:14][CH:13]=2)[C:7](=[O:9])[CH:8]=1.S(Cl)([Cl:27])=O>C(Cl)(Cl)Cl>[ClH:27].[Cl:27][CH2:2][C:3]1[N:4]([CH2:18][C:19]2[CH:24]=[CH:23][CH:22]=[CH:21][CH:20]=2)[CH:5]=[C:6]([O:10][CH2:11][C:12]2[CH:17]=[CH:16][CH:15]=[CH:14][CH:13]=2)[C:7](=[O:9])[CH:8]=1 |f:3.4|. Reactants: OCC=1N(C=C(C(C1)=O)OCC1=CC=CC=C1)CC1=CC=CC=C1 (2-(hydroxymethyl)-5-(phenylmethoxy)-1-(phenylmethyl)-4(1H)-pyridinone), S(=O)(Cl)Cl (thionylchloride). Run at temperature 0 celsius. Run in C(Cl)(Cl)Cl (chloroform).